From a dataset of the Open Reaction Database (ORD), a public repository of structured organic reaction records. describe an organic reaction: reactants, conditions, products, and yield The reactants are CCOC(C)=O, N#Cc1cnc2ccc([N+](=O)[O-])cc2c1Cl, Nc1cccc(F)c1. Yields the product N#Cc1cnc2ccc([N+](=O)[O-])cc2c1Nc1cccc(F)c1. RXN SMILES: [CH3:25][CH2:26][O:27][C:28]([CH3:29])=[O:30].[Cl:1][c:2]1[c:3]([C:15]#[N:16])[cH:4][n:5][c:6]2[cH:7][cH:8][c:9]([N+:12](=[O:13])[O-:14])[cH:10][c:11]12.[NH2:17][c:18]1[cH:19][cH:20][cH:21][c:22]([F:23])[cH:24]1>>[c:2]1([NH:17][c:18]2[cH:19][cH:20][cH:21][c:22]([F:23])[cH:24]2)[c:3]([C:15]#[N:16])[cH:4][n:5][c:6]2[cH:7][cH:8][c:9]([N+:12](=[O:13])[O-:14])[cH:10][c:11]12.